The task is: describe an organic reaction: reactants, conditions, products, and yield. This data is from the Open Reaction Database (ORD), a public repository of structured organic reaction records. The reactants are ClCC(=O)NC1=CC2=C(NC(CO2)=O)C=C1 (2-chloro-N-(3-oxo-3,4-dihydro-2H-benzo[1,4]oxazin-7-yl)-acetamide), O(C1=CC=CC=C1)C1CCN(CC1)C (4-phenoxy-methyl-piperidine), C(C)OCC (diethylether). The product is O(C1=CC=CC=C1)C1CC(N(CC1)CC(=O)NC1=CC2=C(NC(CO2)=O)C=C1)C (2-(4-Phenoxy-methyl-piperidine-1-yl)-N-(3-oxo-3,4-dihydro-2H-benzo[1,4]oxazin-7-yl)-acetamide). RXN SMILES: Cl[CH2:2][C:3]([NH:5][C:6]1[CH:16]=[CH:15][C:9]2[NH:10][C:11](=[O:14])[CH2:12][O:13][C:8]=2[CH:7]=1)=[O:4].[O:17]([CH:24]1[CH2:29][CH2:28][N:27](C)[CH2:26][CH2:25]1)[C:18]1[CH:23]=[CH:22][CH:21]=[CH:20][CH:19]=1.[CH2:31](OCC)C>>[O:17]([CH:24]1[CH2:25][CH2:26][N:27]([CH2:2][C:3]([NH:5][C:6]2[CH:16]=[CH:15][C:9]3[NH:10][C:11](=[O:14])[CH2:12][O:13][C:8]=3[CH:7]=2)=[O:4])[CH:28]([CH3:31])[CH2:29]1)[C:18]1[CH:19]=[CH:20][CH:21]=[CH:22][CH:23]=1. Procedure details: The title compound is prepared from 2-chloro-N-(3-oxo-3,4-dihydro-2H-benzo[1,4]oxazin-7-yl)-acetamide (Example 153a) and 4-phenoxy-methyl-piperidine according to the method described in Example 142b. Melting Point: 172-175° C. (diethylether) The reactants are CS(=O)(=O)Cl, CCOC(C)=O, COc1ncccc1-c1cc(C(C)(C)C)cc(CCc2ccc(N)cc2)c1O, c1ccncc1. The product is COc1ncccc1-c1cc(C(C)(C)C)cc(CCc2ccc(NS(C)(=O)=O)cc2)c1O. Reaction SMILES: [CH3:29][S:30]([Cl:31])(=[O:32])=[O:33].[CH3:40][CH2:41][O:42][C:43]([CH3:44])=[O:45].[NH2:1][c:2]1[cH:3][cH:4][c:5]([CH2:8][CH2:9][c:10]2[c:11]([OH:28])[c:12](-[c:20]3[c:21]([O:26][CH3:27])[n:22][cH:23][cH:24][cH:25]3)[cH:13][c:14]([C:16]([CH3:17])([CH3:18])[CH3:19])[cH:15]2)[cH:6][cH:7]1.[cH:34]1[cH:35][cH:36][n:37][cH:38][cH:39]1>>[NH:1]([c:2]1[cH:3][cH:4][c:5]([CH2:8][CH2:9][c:10]2[c:11]([OH:28])[c:12](-[c:20]3[c:21]([O:26][CH3:27])[n:22][cH:23][cH:24][cH:25]3)[cH:13][c:14]([C:16]([CH3:17])([CH3:18])[CH3:19])[cH:15]2)[cH:6][cH:7]1)[S:30]([CH3:29])(=[O:32])=[O:33].